Dataset: the Open Reaction Database (ORD), a public repository of structured organic reaction records. Task: describe an organic reaction: reactants, conditions, products, and yield Reactants: CC(C)=O, O=C(CNC(c1ccccc1)(c1ccccc1)c1ccccc1)OCCl, Cc1ccc(S(=O)(=O)O)cc1. As a reaction SMILES: [CH3:38][C:39](=[O:40])[CH3:41].[Cl:1][CH2:2][O:3][C:4]([CH2:5][NH:6][C:7]([c:8]1[cH:9][cH:10][cH:11][cH:12][cH:13]1)([c:14]1[cH:15][cH:16][cH:17][cH:18][cH:19]1)[c:20]1[cH:21][cH:22][cH:23][cH:24][cH:25]1)=[O:26].[c:27]1([CH3:37])[cH:28][cH:29][c:30]([S:33](=[O:34])(=[O:35])[OH:36])[cH:31][cH:32]1>>[Cl:1][CH2:2][O:3][C:4]([CH2:5][NH2:6])=[O:26].[c:27]1([CH3:37])[cH:28][cH:29][c:30]([S:33](=[O:34])(=[O:35])[OH:36])[cH:31][cH:32]1. Yields the product NCC(=O)OCCl, Cc1ccc(S(=O)(=O)O)cc1. Starting materials: [N+](=O)([O-])C1=CC(=C(C=C1)O)CO (4-nitro-2-hydroxymethylphenol), 2-halomethyl-4-nitrophenol, S(=O)(Cl)Cl (thionyl chloride). Run in C1CCOC1 (THF). The product is [N+](=O)([O-])C1=CC=C(C=C1)O (4-nitrophenol), Cl (HCl). RXN SMILES: [N+:1]([C:4]1[CH:9]=[CH:8][C:7]([OH:10])=[C:6](CO)[CH:5]=1)([O-:3])=[O:2].S(Cl)([Cl:15])=O>C1COCC1>[N+:1]([C:4]1[CH:9]=[CH:8][C:7]([OH:10])=[CH:6][CH:5]=1)([O-:3])=[O:2].[ClH:15]. Procedure: The 4-nitro-2-hydroxymethylphenol is then converted to a 2-halomethyl-4-nitrophenol via a mild halogenation reaction such as a thionyl chloride in THF or is produced directly from 4-nitrophenol in a solution of concentrated HCl, a catalytic amount of H2SO4 and formaldehyde dimethylacetal solution by bubbling gaseous HCl through the solution at about 50 to 80° C. (preferably 70° C.) until a thick white precipitate is formed. The thionyl chloride conversion of the 2-hydroxymethyl group is shown pr... The reactants are N#Cc1ncc2cc(-c3ccccc3)c(-c3ccc(C=O)cc3)nc2n1, [K+], [K+], NC(N)=O, O=C([O-])[O-], [O-][O-], O. Product: NC(=O)c1ncc2cc(-c3ccccc3)c(-c3ccc(C=O)cc3)nc2n1. RXN SMILES: [CH:1](=[O:2])[c:3]1[cH:4][cH:5][c:6](-[c:9]2[c:10](-[c:21]3[cH:22][cH:23][cH:24][cH:25][cH:26]3)[cH:11][c:12]3[c:13]([n:14][c:15]([C:18]#[N:19])[n:16][cH:17]3)[n:20]2)[cH:7][cH:8]1.[K+:27].[K+:28].[NH2:33][C:34](=[O:35])[NH2:36].[O-:29][C:30]([O-:31])=[O:32].[O-:37][O-:38].[OH2:39]>>[CH:1](=[O:2])[c:3]1[cH:4][cH:5][c:6](-[c:9]2[c:10](-[c:21]3[cH:22][cH:23][cH:24][cH:25][cH:26]3)[cH:11][c:12]3[c:13]([n:14][c:15]([C:18]([NH2:19])=[O:29])[n:16][cH:17]3)[n:20]2)[cH:7][cH:8]1. Starting materials: BrC=1C=C2C(=CC1)OC=1C=NC(=CC1[C@]21COCC(=N1)N)Cl ((S)-7-bromo-3-chloro-2′,6′-dihydrospiro[chromeno[2,3-c]pyridine-5,3′-[1,4]oxazin]-5′-amine), FC=1C=C(C=NC1)B(O)O (5-fluoropyridin-3-ylboronic acid), Cl.FC1(CNCC1)F (3,3-difluoropyrrolidine hydrochloride). Product: FC1(CN(CC1)C1=CC2=C(C=N1)OC1=CC=C(C=C1[C@@]21COCC(=N1)N)C=1C=NC=C(C1)F)F ((S)-3-(3,3-difluoropyrrolidin-1-yl)-7-(5-fluoropyridin-3-yl)-2′,6′-dihydrospiro[chromeno[2,3-c]pyridine-5,3′-[1,4]oxazin]-5′-amine). As a reaction SMILES: Br[C:2]1[CH:3]=[C:4]2[C@:15]3([N:20]=[C:19]([NH2:21])[CH2:18][O:17][CH2:16]3)[C:14]3[CH:13]=[C:12](Cl)[N:11]=[CH:10][C:9]=3[O:8][C:5]2=[CH:6][CH:7]=1.[F:23][C:24]1[CH:25]=[C:26](B(O)O)[CH:27]=[N:28][CH:29]=1.Cl.[F:34][C:35]1([F:40])[CH2:39][CH2:38][NH:37][CH2:36]1>>[F:34][C:35]1([F:40])[CH2:39][CH2:38][N:37]([C:12]2[N:11]=[CH:10][C:9]3[O:8][C:5]4[C:4]([C@:15]5([N:20]=[C:19]([NH2:21])[CH2:18][O:17][CH2:16]5)[C:14]=3[CH:13]=2)=[CH:3][C:2]([C:26]2[CH:27]=[N:28][CH:29]=[C:24]([F:23])[CH:25]=2)=[CH:7][CH:6]=4)[CH2:36]1 |f:2.3|. Procedure details: The title compound was synthesized by steps analogous to those described in Method A3, but using Intermediate 10B, 5-fluoropyridin-3-ylboronic acid, and 3,3-difluoropyrrolidine hydrochloride. MS m/z=468.3 [M+H]+. Calculated for C24H20FN5O2: 467.16. Reactants: [N+](=O)([O-])C=1C=C(CBr)C=CC1C (3-nitro-4-methylbenzyl bromide), compound ( 30 ), [H-].[Na+] (sodium hydride), FC(CCC(C#N)C#N)(F)F ((3,3,3-trifluoropropyl)malononitrile). Run in CN(C=O)C (N,N-dimethylformamide). Product: [N+](=O)([O-])C=1C=C(CC(C#N)(C#N)CCC(F)(F)F)C=CC1C (2-(3-nitro-4-methylbenzyl)-2-(3,3,3-trifluoropropyl)malononitrile). Isolated yield 32.1%. As a reaction SMILES: [N+:1]([C:4]1[CH:5]=[C:6]([CH:9]=[CH:10][C:11]=1[CH3:12])[CH2:7]Br)([O-:3])=[O:2].[H-].[Na+].[F:15][C:16]([F:25])([F:24])[CH2:17][CH2:18][CH:19]([C:22]#[N:23])[C:20]#[N:21]>CN(C)C=O>[N+:1]([C:4]1[CH:5]=[C:6]([CH:9]=[CH:10][C:11]=1[CH3:12])[CH2:7][C:19]([CH2:18][CH2:17][C:16]([F:15])([F:24])[F:25])([C:20]#[N:21])[C:22]#[N:23])([O-:3])=[O:2] |f:1.2|. Procedure: Using 0.23 g of 3-nitro-4-methylbenzyl bromide, 3 ml of N,N-dimethylformamide, 0.05 g of sodium hydride (60% in oil), and 0.17 g of (3,3,3-trifluoropropyl)malononitrile, and according to the process described in the Production Example 26, there was obtained 0.10 g of 2-(3-nitro-4-methylbenzyl)-2-(3,3,3-trifluoropropyl)malononitrile (the present compound (30)). The reactants are [OH-].[Na+] (NaOH), Cl (Hydrochloric acid), FC(C1=NC(=NC=C1)NC1=CC(=CC(=C1)C)C=1C=NN(C1)CC1OC(OC1)(C)C)F (4-(difluoromethyl)-N-(3-(1-((2,2-dimethyl-1,3-dioxolan-4-yl)methyl)-1H-pyrazol-4-yl)-5-methylphenyl)pyrimidin-2-amine), O (Water). Run in CO (MeOH). Reaction conditions: time 30 minute. Yields the product FC(C1=NC(=NC=C1)NC=1C=C(C=C(C1)C)C=1C=NN(C1)CC(CO)O)F (3-(4-(3-((4-(difluoromethyl)pyrimidin-2-yl)amino)-5-methylphenyl)-1H-pyrazol-1-yl)propane-1,2-diol). As a reaction SMILES: Cl.[F:2][CH:3]([F:31])[C:4]1[CH:9]=[CH:8][N:7]=[C:6]([NH:10][C:11]2[CH:16]=[C:15]([CH3:17])[CH:14]=[C:13]([C:18]3[CH:19]=[N:20][N:21]([CH2:23][CH:24]4[CH2:28][O:27]C(C)(C)[O:25]4)[CH:22]=3)[CH:12]=2)[N:5]=1.O.[OH-].[Na+]>CO>[F:31][CH:3]([F:2])[C:4]1[CH:9]=[CH:8][N:7]=[C:6]([NH:10][C:11]2[CH:12]=[C:13]([C:18]3[CH:19]=[N:20][N:21]([CH2:23][CH:24]([OH:25])[CH2:28][OH:27])[CH:22]=3)[CH:14]=[C:15]([CH3:17])[CH:16]=2)[N:5]=1 |f:3.4|. Reported procedure: Hydrochloric acid (6N, 6.6 mL, 39.7 mmol) was added to 4-(difluoromethyl)-N-(3-(1-((2,2-dimethyl-1,3-dioxolan-4-yl)methyl)-1H-pyrazol-4-yl)-5-methylphenyl)pyrimidin-2-amine (16.5 g, 39.7 mmol) in MeOH (150 mL). The mixture heated at reflux for 2 h then cooled to RT. Water (200 mL) was added and then the pH was adjusted to 7 with NaOH (6N). The solution was seeded with crystalline product (prepared via an earlier small scale) and crystallization occurred. Additional water (150 ml) was added and t... The reactants are COC(=O)Cl, CC(C)S(=O)(=O)c1ccc(N)cc1C#N, c1ccncc1. Product: COC(=O)Nc1ccc(S(=O)(=O)C(C)C)c(C#N)c1. RXN SMILES: [Cl:16][C:17](=[O:18])[O:19][CH3:20].[NH2:1][c:2]1[cH:3][cH:4][c:5]([S:10](=[O:11])(=[O:12])[CH:13]([CH3:14])[CH3:15])[c:6]([C:7]#[N:8])[cH:9]1.[cH:21]1[cH:22][cH:23][n:24][cH:25][cH:26]1>>[NH:1]([c:2]1[cH:3][cH:4][c:5]([S:10](=[O:11])(=[O:12])[CH:13]([CH3:14])[CH3:15])[c:6]([C:7]#[N:8])[cH:9]1)[C:17](=[O:18])[O:19][CH3:20]. Reactants: N1CCCC2=CC(=CC=C12)C(=O)O (1,2,3,4-tetrahydroquinoline-6-carboxylic acid), CO (methanol), S(=O)(Cl)Cl (thionyl chloride). Yields the product Cl.N1CCCC2=CC(=CC=C12)C(=O)OC (methyl 1,2,3,4-tetrahydroquinoline-6-carboxylate hydrochloride). RXN SMILES: [NH:1]1[C:10]2[C:5](=[CH:6][C:7]([C:11]([OH:13])=[O:12])=[CH:8][CH:9]=2)[CH2:4][CH2:3][CH2:2]1.S(Cl)([Cl:16])=O.[CH3:18]O>>[ClH:16].[NH:1]1[C:10]2[C:5](=[CH:6][C:7]([C:11]([O:13][CH3:18])=[O:12])=[CH:8][CH:9]=2)[CH2:4][CH2:3][CH2:2]1 |f:3.4|. Procedure: 0.93 g of 1,2,3,4-tetrahydroquinoline-6-carboxylic acid and 100 ml of methanol are placed in a 500 ml round-bottomed flask under a nitrogen atmosphere. 0.46 ml of thionyl chloride is added at 0° C. and then the reaction mixture is stirred at reflux for three hours. After evaporating the solvent, the residue is triturated in ethyl ether and then the solid obtained is filtered off and dried under vacuum. 1.13 g of methyl 1,2,3,4-tetrahydroquinoline-6-carboxylate hydrochloride are obtained.